Dataset: the Open Reaction Database (ORD), a public repository of structured organic reaction records. Task: describe an organic reaction: reactants, conditions, products, and yield The reactants are COC(=O)C1CCN(S(=O)(=O)CCCOc2ccc(F)cc2)C(C(=O)NOCc2ccccc2)C1, CO, [H][H], [Pd]. Yields the product COC(=O)C1CCN(S(=O)(=O)CCCOc2ccc(F)cc2)C(C(=O)NO)C1. Reaction SMILES: [CH3:1][O:2][C:3](=[O:4])[CH:5]1[CH2:6][CH:7]([C:25]([NH:26][O:27][CH2:28][c:29]2[cH:30][cH:31][cH:32][cH:33][cH:34]2)=[O:35])[N:8]([S:11](=[O:12])(=[O:13])[CH2:14][CH2:15][CH2:16][O:17][c:18]2[cH:19][cH:20][c:21]([F:24])[cH:22][cH:23]2)[CH2:9][CH2:10]1.[CH3:38][OH:39].[H:36][H:37].[Pd:40]>>[CH3:1][O:2][C:3](=[O:4])[CH:5]1[CH2:6][CH:7]([C:25]([NH:26][OH:27])=[O:35])[N:8]([S:11](=[O:12])(=[O:13])[CH2:14][CH2:15][CH2:16][O:17][c:18]2[cH:19][cH:20][c:21]([F:24])[cH:22][cH:23]2)[CH2:9][CH2:10]1. The reactants are C1(=CC=CC=C1)/C=C/C=C1CCN(CC1)C(=O)OC(C)(C)C (tert-Butyl 4-[(2E)-3-phenylprop-2-enylidene]piperidine-1-carboxylate), FC(C(=O)O)(F)F (trifluoroacetic acid), [OH-].[Na+] (NaOH), O (Water). Run in C(Cl)(Cl)Cl (CHCl3). Run at temperature 25 celsius, time 24 hour. Yields the product C1(=CC=CC=C1)/C=C/C=C1CCNCC1 (4-[(2E)-3-Phenylprop-2-enylidene]piperidine). Reaction SMILES: [C:1]1(/[CH:7]=[CH:8]/[CH:9]=[C:10]2[CH2:15][CH2:14][N:13](C(OC(C)(C)C)=O)[CH2:12][CH2:11]2)[CH:6]=[CH:5][CH:4]=[CH:3][CH:2]=1.FC(F)(F)C(O)=O.O.[OH-].[Na+]>C(Cl)(Cl)Cl>[C:1]1(/[CH:7]=[CH:8]/[CH:9]=[C:10]2[CH2:11][CH2:12][NH:13][CH2:14][CH2:15]2)[CH:6]=[CH:5][CH:4]=[CH:3][CH:2]=1 |f:3.4|. Reported procedure: To a solution of Compound 255a (752 mg, 2.51 mmol) in CHCl3 (15 mL) was added trifluoroacetic acid (0.967 mL, 12.6 mmol) and the reaction mixture was stirred at 25° C. for 24 h, until the complete conversion of the reagent was observed by LC-MS. Water was added followed by aq. NaOH (2 N) to give alkaline pH. Separation of the organic layer and extraction of the aqueous layer with CH2Cl2, washing with brine and drying over Na2SO4 the combined organic layers, afforded the title compound. The crude...